From a dataset of the Open Reaction Database (ORD), a public repository of structured organic reaction records. describe an organic reaction: reactants, conditions, products, and yield The reactants are O (water), Cl.ClCCN(C)C (1-chloro-2-(N,N-dimethylamino)ethane hydrochloride), O\N=C/1\C=2N(C3=C1SC=C3C)C=CC2 ((Z)-8-hydroxyimino-3-methylthieno[2,3-d]pyrrolo[1,2-a]pyrrole), C([O-])([O-])=O.[Na+].[Na+] (sodium carbonate). Run in CC(=O)C (acetone). The product is CN(C)CCO\N=C/1\C=2N(C3=C1SC=C3C)C=CC2 ((Z)-8-{[2-(N,N-Dimethylamino)ethoxy]imino}-3-methylthieno[2,3-d]pyrrolo-[1,2-a]pyrrole). Yield: 77.0%. RXN SMILES: O.Cl.Cl[CH2:4][CH2:5][N:6]([CH3:8])[CH3:7].[OH:9]/[N:10]=[C:11]1/[C:12]2[N:13]([CH:20]=[CH:21][CH:22]=2)[C:14]2[C:18]([CH3:19])=[CH:17][S:16][C:15]/1=2.C(=O)([O-])[O-].[Na+].[Na+]>CC(C)=O>[CH3:7][N:6]([CH2:5][CH2:4][O:9]/[N:10]=[C:11]1/[C:12]2[N:13]([CH:20]=[CH:21][CH:22]=2)[C:14]2[C:18]([CH3:19])=[CH:17][S:16][C:15]/1=2)[CH3:8] |f:1.2,4.5.6|. Reported procedure: 1.32 g of water and then 3.91 g of 1-chloro-2-(N,N-dimethylamino)ethane hydrochloride and 5 g of (Z)-8-hydroxyimino-3-methylthieno[2,3-d]pyrrolo[1,2-a]pyrrole (Preparation 36) are added to 6.99 g of sodium carbonate in 200 ml of anhydrous acetone. The reaction mixture is heated at reflux for 40 hours, then the acetone is removed and the residue is taken up in 100 ml of water and then extracted with 200 ml of diethyl ether. The ethereal phase is washed with water, decanted off and then dried over... Reactants: [N+](=O)([O-])C1=CC=CC=C1 (nitrobenzene), N/C(/C(=O)[O-])=C\C=C\C(=O)[O-] (2-aminomuconate). Yields the product N/C(/C(=O)[O-])=C\C=C\C(=O)[O-] (2-Aminomuconate), NC1=C(C=CC=C1)O (2-aminophenol), C(=C\C=O)\C=C(/C(=O)O)\N (2-aminomuconic semialdehyde). RXN SMILES: [NH2:1]/[C:2](=[CH:6]\[CH:7]=[CH:8]\[C:9]([O-:11])=[O:10])/[C:3]([O-:5])=[O:4].[N+](C1C=CC=CC=1)([O-])=O>>[NH2:1]/[C:2](=[CH:6]\[CH:7]=[CH:8]\[C:9]([O-:11])=[O:10])/[C:3]([O-:5])=[O:4].[NH2:1][C:2]1[CH:6]=[CH:7][CH:8]=[CH:9][C:3]=1[OH:5].[CH:7](/[CH:6]=[C:2](/[NH2:1])\[C:3]([OH:5])=[O:4])=[CH:8]/[CH:9]=[O:10]. Procedure details: Recently, we found that 2-aminomuconate is one of the intermediates in the pathway for the biodegradation of nitrobenzene by the bacterium Pseudomonas pseudoalcaligenes JS45. 2-Aminomuconate is produced from 2-aminophenol by the action of 2-aminophenol 1,6-dioxygenase and 2-aminomuconic semialdehyde dehydrogenase. We have prepared 2-aminomuconate with these two enzymes either in crude extracts or in the fractions from a DEAE-Sepharose column, and separated it by anion exchange chromatography for... Starting materials: NC=1C=CC2=C(OCC3=C(C2=O)C=CC(=C3)[N+](=O)[O-])C1 (3-Amino-8-nitro-6H-dibenzo[b,e]oxepin-11-one), CC(C)(C)[O-].[K+] (KOt-Bu), BrC1=C(C=C(C=C1)F)[N+](=O)[O-] (1-bromo-4-fluoro-2-nitrobenzene), C1(CCCCC1)P(C1=C(C=CC=C1)C1=C(C=C(C=C1C(C)C)C(C)C)C(C)C)C1CCCCC1 (2-(dicyclohexylphosphino)-2′,4′,6′-triisopropylbiphenyl). Reagents/catalysts: CC(=O)[O-].CC(=O)[O-].[Pd+2] (Pd(OAc)2). Run in C1(=CC=CC=C1)C (toluene), CC(C)(C)O (t-BuOH). Conditions: temperature 100 celsius. Yields the product FC1=CC(=C(C=C1)NC=1C=CC2=C(OCC3=C(C2=O)C=CC(=C3)[N+](=O)[O-])C1)[N+](=O)[O-] (3-(4-Fluoro-2-nitrophenylamino)-8-nitro-6H-dibenzo[b,e]oxepin-11-one). RXN SMILES: [NH2:1][C:2]1[CH:3]=[CH:4][C:5]2[C:11](=[O:12])[C:10]3[CH:13]=[CH:14][C:15]([N+:17]([O-:19])=[O:18])=[CH:16][C:9]=3[CH2:8][O:7][C:6]=2[CH:20]=1.Br[C:22]1[CH:27]=[CH:26][C:25]([F:28])=[CH:24][C:23]=1[N+:29]([O-:31])=[O:30].C1(P(C2CCCCC2)C2C=CC=CC=2C2C(C(C)C)=CC(C(C)C)=CC=2C(C)C)CCCCC1.CC([O-])(C)C.[K+]>C1(C)C=CC=CC=1.CC([O-])=O.CC([O-])=O.[Pd+2].CC(O)(C)C>[F:28][C:25]1[CH:26]=[CH:27][C:22]([NH:1][C:2]2[CH:3]=[CH:4][C:5]3[C:11](=[O:12])[C:10]4[CH:13]=[CH:14][C:15]([N+:17]([O-:19])=[O:18])=[CH:16][C:9]=4[CH2:8][O:7][C:6]=3[CH:20]=2)=[C:23]([N+:29]([O-:31])=[O:30])[CH:24]=1 |f:3.4,6.7.8|. Reported procedure: In accordance with general method Z, 0.85 g (3.14 mmol) of (6), 0.70 g (3.19 mmol) of 1-bromo-4-fluoro-2-nitrobenzene, 2 spatula tips of Pd(OAc)2, 0.10 g of 2-(dicyclohexylphosphino)-2′,4′,6′-triisopropylbiphenyl (phosphine ligand), 0.70 g of KOt-Bu, 2.0 ml of t-BuOH are weighed out and dissolved in 10 ml of toluene (anhydrous). The mixture is refluxed at 100° C. under an argon atmosphere for 4 h. The crude product is purified by chromatography over silica gel with MC/EtOH (98/2). Yield: 0.10 g ... Reactants: C1(CCCCC1)N(C(NC=1SC(=CN1)SCC(=O)O)=O)[C@@H]1CC[C@H](CC1)OC1=CC=CC=C1 ({2-[3-cyclohexyl-3-(trans-4-phenoxy-cyclohexyl)-ureido]-thiazol-5-ylsulfanyl}-acetic acid), C1(CCCCC1)N[C@@H]1CC[C@H](CC1)OC1=NC=CC=C1 (cyclohexyl-[trans-4-(pyridin-2-yloxy)-cyclohexyl]-amine), C(C)OC(CCSC1=CN=C(S1)N)=O (3-(2-amino-thiazol-5-ylsulfanyl)-propionic acid ethyl ester). Yields the product C1(CCCCC1)N(C(NC=1SC(=CN1)SCCC(=O)O)=O)[C@@H]1CC[C@H](CC1)OC1=NC=CC=C1 (3-(2-{3-Cyclohexyl-3-[trans-4-(pyridin-2-yloxy)-cyclohexyl]-ureido}-thiazol-5-ylsulfanyl)-propionic acid). As a reaction SMILES: [CH:1]1([N:7]([C@H:21]2[CH2:26][CH2:25][C@H:24](OC3C=CC=CC=3)[CH2:23][CH2:22]2)[C:8](=[O:20])[NH:9][C:10]2[S:11][C:12]([S:15][CH2:16]C(O)=O)=[CH:13][N:14]=2)[CH2:6][CH2:5][CH2:4][CH2:3][CH2:2]1.C1(N[C@H]2CC[C@H]([O:47][C:48]3[CH:53]=[CH:52][CH:51]=[CH:50][N:49]=3)CC2)CCCCC1.C([O:56][C:57](=[O:67])[CH2:58]CSC1SC(N)=NC=1)C>>[CH:1]1([N:7]([C@H:21]2[CH2:22][CH2:23][C@H:24]([O:47][C:48]3[CH:53]=[CH:52][CH:51]=[CH:50][N:49]=3)[CH2:25][CH2:26]2)[C:8](=[O:20])[NH:9][C:10]2[S:11][C:12]([S:15][CH2:16][CH2:58][C:57]([OH:67])=[O:56])=[CH:13][N:14]=2)[CH2:6][CH2:5][CH2:4][CH2:3][CH2:2]1. Procedure: Prepared in a similar manner {2-[3-cyclohexyl-3-(trans-4-phenoxy-cyclohexyl)-ureido]-thiazol-5-ylsulfanyl}-acetic acid via cyclohexyl-[trans-4-(pyridin-2-yloxy)-cyclohexyl]-amine and 3-(2-amino-thiazol-5-ylsulfanyl)-propionic acid ethyl ester to give the title compound. The reactants are C(C)OC(CC(CC(=O)OC(C)(C)C)C(NCCC1=CC=C(C=C1)C1=CC=CC=C1)=O)=O (3-(2-Biphenyl-4-yl-ethylcarbamoyl)-pentanedioic acid tert-butyl ester ethyl ester), [OH-].[Na+] (sodium hydroxide). The solvent is CO (methanol). Conditions: time 24 hour. The product is C(C)(C)(C)OC(CC(CC(=O)O)C(NCCC1=CC=C(C=C1)C1=CC=CC=C1)=O)=O (3-(2-Biphenyl-4-yl-ethylcarbamoyl)-pentandioic acid mono-tert-butyl ester). Reaction SMILES: C([O:3][C:4](=[O:32])[CH2:5][CH:6]([C:15](=[O:31])[NH:16][CH2:17][CH2:18][C:19]1[CH:24]=[CH:23][C:22]([C:25]2[CH:30]=[CH:29][CH:28]=[CH:27][CH:26]=2)=[CH:21][CH:20]=1)[CH2:7][C:8]([O:10][C:11]([CH3:14])([CH3:13])[CH3:12])=[O:9])C.[OH-].[Na+]>CO>[C:11]([O:10][C:8](=[O:9])[CH2:7][CH:6]([C:15](=[O:31])[NH:16][CH2:17][CH2:18][C:19]1[CH:24]=[CH:23][C:22]([C:25]2[CH:30]=[CH:29][CH:28]=[CH:27][CH:26]=2)=[CH:21][CH:20]=1)[CH2:5][C:4]([OH:32])=[O:3])([CH3:14])([CH3:12])[CH3:13] |f:1.2|. Procedure details: To a solution of the compound of example 71 (1.09 g, 2.48 mmol) in methanol (50 mL) was added drop wise a sodium hydroxide solution (1N, 5 mL, 5 mmol). After stirring the reaction mixture for 24 h, the solvent was evaporated. The residue was partitioned between water and ether. The aqueous phase was acidified with concentrated HCl, and then extracted with ethyl acetate. The organic phase was washed with brine, dried, filtered and evaporated to give the product as a white solid. 1H-NMR(CDCl3, 400... The solvent is ClCCl (dichloromethane), ClCCl (dichloromethane). As a reaction SMILES: B(Br)(Br)[Br:2].[N:5]12[CH2:12][CH2:11][CH:8]([CH2:9][CH2:10]1)[C@H:7]([N:13]1[CH:28]=[CH:27][C:16]3[N:17]([CH3:26])[C:18]4[CH:19]=[CH:20][C:21]([O:24]C)=[CH:22][C:23]=4[C:15]=3[C:14]1=[O:29])[CH2:6]2.CO>ClCCl>[BrH:2].[N:5]12[CH2:12][CH2:11][CH:8]([CH2:9][CH2:10]1)[C@H:7]([N:13]1[CH:28]=[CH:27][C:16]3[N:17]([CH3:26])[C:18]4[CH:19]=[CH:20][C:21]([OH:24])=[CH:22][C:23]=4[C:15]=3[C:14]1=[O:29])[CH2:6]2 |f:4.5|. Reported procedure: A solution of BBr3 (0.5 mmol) in dichloromethane (0.5 ml) was added dropwise at -70° C. to a solution of (S)-2-(1-azabicyclo[2.2.2]oct-3-yl)-1,2-dihydro-8-methoxy-5-methyl-1-oxopyrido[4,3-b]indole (0.11 g, 0.33 mmol)in dichloromethane (1 ml), from Example 3. The reaction mixture was warmed to ambient temperature, then recooled to -70° C. Methanol (0.5 ml) was added and the reaction mixture was brought to ambient temperature. The solvent was removed under reduced pressure and the residue was recr... The product is Br.N12C[C@H](C(CC1)CC2)N2C(C1=C(N(C=3C=CC(=CC13)O)C)C=C2)=O ((S)-2-(1-azabicyclo[2.2.2]oct-3-yl)-1,2-dihydro-8-hydroxy-5-methyl-1-oxopyrido[4,3-b]indole hydrobromide). The yield is 30.0%. Starting materials: CO (Methanol), B(Br)(Br)Br (BBr3), N12C[C@H](C(CC1)CC2)N2C(C1=C(N(C=3C=CC(=CC13)OC)C)C=C2)=O ((S)-2-(1-azabicyclo[2.2.2]oct-3-yl)-1,2-dihydro-8-methoxy-5-methyl-1-oxopyrido[4,3-b]indole). The reactants are BrC1=NC(=CC=C1)CC (2-bromo-6-ethyl-pyridine), O (water), C(C)(C)(C)[Li] (tert-butyllithium), C(CCC)[Sn](CCCC)(CCCC)Cl (tri-n-butyltin chloride). Run in CCCCC (pentane), C(C)OCC (diethyl ether). Yields the product C(C)C1=NC(=CC=C1)[Sn](CCCC)(CCCC)CCCC (2-ethyl-6-tributylstannanyl-pyridine). Isolated yield 94.0%. As a reaction SMILES: C([Li])(C)(C)C.Br[C:7]1[CH:12]=[CH:11][CH:10]=[C:9]([CH2:13][CH3:14])[N:8]=1.[CH2:15]([Sn:19](Cl)([CH2:24][CH2:25][CH2:26][CH3:27])[CH2:20][CH2:21][CH2:22][CH3:23])[CH2:16][CH2:17][CH3:18].O>CCCCC.C(OCC)C>[CH2:13]([C:9]1[CH:10]=[CH:11][CH:12]=[C:7]([Sn:19]([CH2:20][CH2:21][CH2:22][CH3:23])([CH2:24][CH2:25][CH2:26][CH3:27])[CH2:15][CH2:16][CH2:17][CH3:18])[N:8]=1)[CH3:14]. Procedure details: Add under nitrogen a solution of tert-butyllithium in pentane (1.5; M, 80.3; mL, 120.5; mmol) dropwise over 1; hour to a cooled solution of 2-bromo-6-ethyl-pyridine (10.19; g, 54.77; mmol) in anhydrous diethyl ether (101.9; mL) at −78° C. at a rate so that the internal reaction temperature does not exceed −75° C. Stir 15; min and add tri-n-butyltin chloride (16.25; mL, 57.51; mmol) dropwise at a rate so that the internal reaction temperature does not exceed −70° C. Warm to room temperature, add ... Starting materials: FC1=CC=C(C=C1)N1N=CC=2C=C3C(=CC12)CCCC=1C3(CCC(C1)=O)C#N (rac-9-(4-fluorophenyl)-3-oxo-1,2,3,5,6,7,9,12b-octahydrobenzo[6,7]cyclohepta[1,2-f]indazole-12b-carbonitrile), [H][H] (hydrogen). Product: FC1=CC=C(C=C1)N1N=CC=2C=C3C(=CC12)CCC[C@@H]1[C@@]3(CCC(C1)=O)C#N.FC1=CC=C(C=C1)N1N=CC=3C=C2C(=CC13)CCC[C@H]1[C@]2(CCC(C1)=O)C#N ((4aR,12bS)-9-(4-fluorophenyl)-3-oxo-1,2,3,4,4a,5,6,7,9,12b-decahydrobenzo[6,7]cyclohepta[1,2-f]indazole-12b-carbonitrile; compound with (4aS,12bR)-9-(4-fluorophenyl)-3-oxo-1,2,3,4,4a,5,6,7,9,12b-decahydrobenzo[6,7]cyclohepta[1,2-f]indazole-12b-carbonitrile). Isolated yield 71.8%. Procedure details: A solution of 9-(4-fluorophenyl)-3-oxo-1,2,3,5,6,7,9,12b-octahydrobenzo[6,7]cyclohepta[1,2-f]indazole-12b-carbonitrile (30, R1=4-Fluorophenyl) (28.0 g, 67.9 mmol) in toluene (600 mL) containing dihydroxypalladium (4.29 g, 3.05 mmol) was hydrogenated on a Parr shaker at about 55° C. and about 50 psi of hydrogen for about 10 h. The reaction was cooled to rt and filtered (Celite®), rinsing with DCM (3×200 mL). The combined organics were concentrated to about 100 mL, the product was filtered off and... The solvent is C1(=CC=CC=C1)C (toluene). The reagents and catalysts are O[Pd]O (dihydroxypalladium). As a reaction SMILES: [F:1][C:2]1[CH:7]=[CH:6][C:5]([N:8]2[C:16]3[CH:15]=[C:14]4[CH2:17][CH2:18][CH2:19][C:20]5[C:21]([C:27]#[N:28])([CH2:22][CH2:23][C:24](=[O:26])[CH:25]=5)[C:13]4=[CH:12][C:11]=3[CH:10]=[N:9]2)=[CH:4][CH:3]=1.[H][H]>C1(C)C=CC=CC=1.O[Pd]O>[F:1][C:2]1[CH:7]=[CH:6][C:5]([N:8]2[C:16]3[CH:15]=[C:14]4[CH2:17][CH2:18][CH2:19][C@H:20]5[CH2:25][C:24](=[O:26])[CH2:23][CH2:22][C@:21]5([C:27]#[N:28])[C:13]4=[CH:12][C:11]=3[CH:10]=[N:9]2)=[CH:4][CH:3]=1.[F:1][C:2]1[CH:7]=[CH:6][C:5]([N:8]2[C:16]3[CH:15]=[C:14]4[CH2:17][CH2:18][CH2:19][C@@H:20]5[CH2:25][C:24](=[O:26])[CH2:23][CH2:22][C@@:21]5([C:27]#[N:28])[C:13]4=[CH:12][C:11]=3[CH:10]=[N:9]2)=[CH:4][CH:3]=1 |f:4.5|.